From a dataset of the Open Reaction Database (ORD), a public repository of structured organic reaction records. describe an organic reaction: reactants, conditions, products, and yield The reactants are C(CCC)[Li] (n-butyllithium), S1C(=CC=C1)C(=O)O (2-thiophenecarboxylic acid), IC(F)(F)F (iodotrifluoromethane), S1C(=CC=C1)C(=O)O (2-thiophenecarboxylic acid), C(CCC)[Li] (n-butyllithium), C(C)(C)NC(C)C (diisopropylamine). Run in CCCCCC (hexane), O1CCCC1 (tetrahydrofuran), O1CCCC1 (tetrahydrofuran). Conditions: temperature 0 celsius. The product is IC1=CC=C(S1)C(=O)O (5-Iodo-2-thiophenecarboxylic acid). RXN SMILES: C([Li])CCC.C(NC(C)C)(C)C.[S:13]1[CH:17]=[CH:16][CH:15]=[C:14]1[C:18]([OH:20])=[O:19].[I:21]C(F)(F)F>O1CCCC1.CCCCCC>[I:21][C:17]1[S:13][C:14]([C:18]([OH:20])=[O:19])=[CH:15][CH:16]=1. Procedure details: The title compound has been described by Schick, J. W., et al., J. Am. Chem. Soc. 70;286 (1948), and was prepared according to the following procedure. A 25 ml (62.5 mmoles) volume of a 2.5M hexane solution of n-butyllithium was slowly added by syringe to a cooled (dry ice/2-propanol) 100 ml tetrahydrofuran solution of 9.0 ml (64.2 mmoles) of diisopropylamine. The solution was maintained below -60° C. during n-butyllithium addition. After addition, the cool ng bath was removed and the solution a... Starting materials: BrC1C(C2=C(C(C3=C1C=CC=C3)=C3CCNCC3)C=CC=C2)Br (4-(10,11-dibromo-10,11-dihydro-5H-dibenzo[a,d]cyclohepten-5-ylidene)-piperidine), hydroxide ion. Run in O (water). The product is 10,11-dihydroxy, C1=CC=CC=2C(C3=C(CCC21)C=CC=C3)=C3CCNCC3 (4-(10,11-dihydro-5H-dibenzo[a,d]cyclohepten-5-ylidene)-piperidine). RXN SMILES: Br[CH:2]1[C:8]2[CH:9]=[CH:10][CH:11]=[CH:12][C:7]=2[C:6](=[C:13]2[CH2:18][CH2:17][NH:16][CH2:15][CH2:14]2)[C:5]2[CH:19]=[CH:20][CH:21]=[CH:22][C:4]=2[CH:3]1Br>O>[CH:22]1[C:4]2[CH2:3][CH2:2][C:8]3[CH:9]=[CH:10][CH:11]=[CH:12][C:7]=3[C:6](=[C:13]3[CH2:14][CH2:15][NH:16][CH2:17][CH2:18]3)[C:5]=2[CH:19]=[CH:20][CH:21]=1. Procedure: In accordance with the process of the present invention, the starting material, i.e., the 4-(10,11-dibromo-10,11-dihydro-5H-dibenzo[a,d]cyclohepten-5-ylidene)-piperidine (I) is treated in an inert polar solvent with hydroxide ion, but preferably by dissolving the salt in water, to produce the biologically active 10,11-dihydroxy derivative of 4-(10,11-dihydro-5H-dibenzo[a,d]cyclohepten-5-ylidene)-piperidine (II). The product produced in this manner is biologically active and is a mixture of prima... The reactants are Br, O=C(CN1CCN(C(c2ccccc2)c2ccccc2)CC1)c1ccc(OCc2ccccc2)cc1, COc1ccccc1, CC(=O)O. Yields the product O=C(CN1CCN(C(c2ccccc2)c2ccccc2)CC1)c1ccc(O)cc1. Reaction SMILES: [BrH:49].[CH2:1]([c:2]1[cH:3][cH:4][cH:5][cH:6][cH:7]1)[O:8][c:9]1[cH:10][cH:11][c:12]([C:15]([CH2:16][N:17]2[CH2:18][CH2:19][N:20]([CH:23]([c:24]3[cH:25][cH:26][cH:27][cH:28][cH:29]3)[c:30]3[cH:31][cH:32][cH:33][cH:34][cH:35]3)[CH2:21][CH2:22]2)=[O:36])[cH:13][cH:14]1.[CH3:37][O:38][c:39]1[cH:40][cH:41][cH:42][cH:43][cH:44]1.[CH3:45][C:46](=[O:47])[OH:48]>>[OH:8][c:9]1[cH:10][cH:11][c:12]([C:15]([CH2:16][N:17]2[CH2:18][CH2:19][N:20]([CH:23]([c:24]3[cH:25][cH:26][cH:27][cH:28][cH:29]3)[c:30]3[cH:31][cH:32][cH:33][cH:34][cH:35]3)[CH2:21][CH2:22]2)=[O:36])[cH:13][cH:14]1. Starting materials: NC=1C=C2C=3CC(CCC3NC2=CC1)N(C)C (6-amino-3-(dimethyl)amino-1,2,3,4-tetrahydro-9H-carbazole), ClC(=O)OCC=C (allyl chloroformate). The product is C(C=C)OC(=O)NC=1C=C2C=3CC(CCC3NC2=CC1)N(C)C (6-(allyloxycarbonyl)amino-3-(dimethyl)amino-1,2,3,4-tetrahydro-9H-carbazole). Isolated yield 32.1%. RXN SMILES: [NH2:1][C:2]1[CH:3]=[C:4]2[C:12](=[CH:13][CH:14]=1)[NH:11][C:10]1[CH2:9][CH2:8][CH:7]([N:15]([CH3:17])[CH3:16])[CH2:6][C:5]2=1.Cl[C:19]([O:21][CH2:22][CH:23]=[CH2:24])=[O:20]>>[CH2:22]([O:21][C:19]([NH:1][C:2]1[CH:3]=[C:4]2[C:12](=[CH:13][CH:14]=1)[NH:11][C:10]1[CH2:9][CH2:8][CH:7]([N:15]([CH3:17])[CH3:16])[CH2:6][C:5]2=1)=[O:20])[CH:23]=[CH2:24]. Reported procedure: Beginning with 10.0 mg (0.0437 mMol) 6-amino-3-(dimethyl)amino-1,2,3,4-tetrahydro-9H-carbazole and 5.5 mg (0.0458 mMol) allyl chloroformate, 4.4 mg (33%) of the title compound were recovered. Reactants: CC(=O)OC1CCC2(C)C(=CCC3C2CCC2(C)C(Cl)=C(C=O)CC32)C1, [K+], [K+], O=C([O-])[O-], c1c[nH]nn1. Product: CC(=O)OC1CCC2(C)C(=CCC3C2CCC2(C)C(n4nccn4)=C(C=O)CC32)C1. As a reaction SMILES: [C:1]([CH3:2])(=[O:3])[O:4][CH:5]1[CH2:6][C:7]2=[CH:8][CH2:9][CH:10]3[CH:11]4[CH2:12][C:13]([CH:25]=[O:26])=[C:14]([Cl:24])[C:15]4([CH3:16])[CH2:17][CH2:18][CH:19]3[C:20]2([CH3:23])[CH2:21][CH2:22]1.[K+:32].[K+:33].[O-:34][C:35]([O-:36])=[O:37].[nH:27]1[n:28][n:29][cH:30][cH:31]1>>[C:1]([CH3:2])(=[O:3])[O:4][CH:5]1[CH2:6][C:7]2=[CH:8][CH2:9][CH:10]3[CH:11]4[CH2:12][C:13]([CH:25]=[O:26])=[C:14]([n:28]5[n:27][cH:31][cH:30][n:29]5)[C:15]4([CH3:16])[CH2:17][CH2:18][CH:19]3[C:20]2([CH3:23])[CH2:21][CH2:22]1. The reactants are O=C([O-])[O-], Cc1nc2ccccc2[nH]1, Cn1c(C=C2CCN(C(=O)OC(C)(C)C)CC2)nc2c(N3CCOCC3)nc(Cl)nc21, [Cs+], [Cs+], CN(C)C=O, O=C(C=Cc1ccccc1)C=Cc1ccccc1, O=C(C=Cc1ccccc1)C=Cc1ccccc1, O=C(C=Cc1ccccc1)C=Cc1ccccc1, [Pd], [Pd]. Product: Cc1nc2ccccc2n1-c1nc(N2CCOCC2)c2nc(C=C3CCN(C(=O)OC(C)(C)C)CC3)n(C)c2n1. Reaction SMILES: [C:42](=[O:43])([O-:44])[O-:45].[CH3:32][c:33]1[nH:34][c:35]2[c:36]([n:37]1)[cH:38][cH:39][cH:40][cH:41]2.[Cl:1][c:2]1[n:3][c:4]([N:26]2[CH2:27][CH2:28][O:29][CH2:30][CH2:31]2)[c:5]2[n:6][c:7]([CH:12]=[C:13]3[CH2:14][CH2:15][N:16]([C:19](=[O:20])[O:21][C:22]([CH3:23])([CH3:24])[CH3:25])[CH2:17][CH2:18]3)[n:8]([CH3:11])[c:9]2[n:10]1.[Cs+:46].[Cs+:47].[O:48]=[CH:49][N:50]([CH3:51])[CH3:52].[O:55]=[C:56]([CH:57]=[CH:58][c:59]1[cH:60][cH:61][cH:62][cH:63][cH:64]1)[CH:65]=[CH:66][c:67]1[cH:68][cH:69][cH:70][cH:71][cH:72]1.[O:73]=[C:74]([CH:75]=[CH:76][c:77]1[cH:78][cH:79][cH:80][cH:81][cH:82]1)[CH:83]=[CH:84][c:85]1[cH:86][cH:87][cH:88][cH:89][cH:90]1.[O:91]=[C:92]([CH:93]=[CH:94][c:95]1[cH:96][cH:97][cH:98][cH:99][cH:100]1)[CH:101]=[CH:102][c:103]1[cH:104][cH:105][cH:106][cH:107][cH:108]1.[Pd:53].[Pd:54]>>[c:2]1(-[n:34]2[c:33]([CH3:32])[n:37][c:36]3[c:35]2[cH:41][cH:40][cH:39][cH:38]3)[n:3][c:4]([N:26]2[CH2:27][CH2:28][O:29][CH2:30][CH2:31]2)[c:5]2[n:6][c:7]([CH:12]=[C:13]3[CH2:14][CH2:15][N:16]([C:19](=[O:20])[O:21][C:22]([CH3:23])([CH3:24])[CH3:25])[CH2:17][CH2:18]3)[n:8]([CH3:11])[c:9]2[n:10]1. The reactants are CCOC(C)=O, CO, CO, CCO, C[O-], O=C(Cl)c1cn(-c2cccc3cccnc23)c2ccccc12, ClCCl, ClCCl, Cl, Cl, N=C(N)N, [Na+], C1CCOC1. Yields the product N=C(N)NC(=O)c1cn(-c2cccc3cccnc23)c2ccccc12. RXN SMILES: [C:34]([O:35][CH2:36][CH3:37])(=[O:38])[CH3:39].[CH3:32][OH:33].[CH3:40][OH:41].[CH3:53][CH2:54][OH:55].[CH3:6][O-:7].[Cl:10][C:11](=[O:12])[c:13]1[cH:14][n:15](-[c:22]2[cH:23][cH:24][cH:25][c:26]3[cH:27][cH:28][cH:29][n:30][c:31]23)[c:16]2[cH:17][cH:18][cH:19][cH:20][c:21]12.[Cl:42][CH2:43][Cl:44].[Cl:50][CH2:51][Cl:52].[ClH:1].[ClH:9].[NH2:2][C:3](=[NH:4])[NH2:5].[Na+:8].[O:45]1[CH2:46][CH2:47][CH2:48][CH2:49]1>>[NH:2]=[C:3]([NH:4][C:11](=[O:12])[c:13]1[cH:14][n:15](-[c:22]2[cH:23][cH:24][cH:25][c:26]3[cH:27][cH:28][cH:29][n:30][c:31]23)[c:16]2[cH:17][cH:18][cH:19][cH:20][c:21]12)[NH2:5]. Reactants: Cl.COC([C@@H](N)CC1=CC=CC=C1)=O (L-Phenylalanine methyl ester hydrochloride), ClC(Cl)(Cl)OC(=O)Cl (trichloromethylchloroformate). The solvent is O1CCOCC1 (1,4-dioxane). Conditions: temperature 55 celsius. Yields the product desired intermediate, COC(C(CC1=CC=CC=C1)N=C=O)=O (2-isocyanato-3-phenylpropionic acid methyl ester). Yield: 83.7%. RXN SMILES: Cl.[CH3:2][O:3][C:4](=[O:14])[C@H:5]([CH2:7][C:8]1[CH:13]=[CH:12][CH:11]=[CH:10][CH:9]=1)[NH2:6].Cl[C:16]([O:19]C(Cl)=O)(Cl)Cl>O1CCOCC1>[CH3:2][O:3][C:4](=[O:14])[CH:5]([N:6]=[C:16]=[O:19])[CH2:7][C:8]1[CH:13]=[CH:12][CH:11]=[CH:10][CH:9]=1 |f:0.1|. Procedure details: L-Phenylalanine methyl ester hydrochloride (6.00 g., 27.82 mmole) was slurried in anhydrous 1,4-dioxane (125 ml.), treated with trichloromethylchloroformate (5.05 ml., 41.86 mmole) and heated at 55° C. for 17.5 hours. The excess trichloromethylchloroformate and 1,4-dioxane were removed from the reaction mixture by distillation under slightly reduced pressure. The resultant residue was subjected to high vacuum distillation to afford the desired intermediate 2-isocyanato-3-phenylpropionic acid met...